From a dataset of the Open Reaction Database (ORD), a public repository of structured organic reaction records. describe an organic reaction: reactants, conditions, products, and yield Reactants: COc1ccc([N+](=O)[O-])c2cc[nH]c12, CCOC(C)=O, [H-], CC(C)I, [Na+], CN(C)C=O, O. The product is COc1ccc([N+](=O)[O-])c2ccn(C(C)C)c12. As a reaction SMILES: [CH3:1][O:2][c:3]1[cH:4][cH:5][c:6]([N+:12](=[O:13])[O-:14])[c:7]2[cH:8][cH:9][nH:10][c:11]12.[CH3:27][CH2:28][O:29][C:30](=[O:31])[CH3:32].[H-:16].[I:17][CH:18]([CH3:19])[CH3:20].[Na+:15].[O:22]=[CH:23][N:24]([CH3:25])[CH3:26].[OH2:21]>>[CH3:1][O:2][c:3]1[cH:4][cH:5][c:6]([N+:12](=[O:13])[O-:14])[c:7]2[cH:8][cH:9][n:10]([CH:18]([CH3:19])[CH3:20])[c:11]12. The reactants are [OH-].[Na+] (sodium hydroxide), Cl.FC(CN=C(NC=1SC=C(N1)CCl)N)(F)F (2-[2,2,2-trifluoroethyl]guanidino-4-chloromethylthiazole hydrochloride), SCCC(=O)OC (methyl 3-mercaptopropionate), O (water). Solvent: CCO (EtOH). Reaction conditions: time 1 hour. The product is FC(CN=C(NC=1SC=C(N1)CSCCC(=O)OC)N)(F)F (methyl 3-[2-(2-[2,2,2-trifluoroethyl]guanidino)thiazol-4-ylmethylthio]propionate). RXN SMILES: Cl.[F:2][C:3]([F:17])([F:16])[CH2:4][N:5]=[C:6]([NH2:15])[NH:7][C:8]1[S:9][CH:10]=[C:11]([CH2:13]Cl)[N:12]=1.[OH-].[Na+].O.[SH:21][CH2:22][CH2:23][C:24]([O:26][CH3:27])=[O:25]>CCO>[F:2][C:3]([F:17])([F:16])[CH2:4][N:5]=[C:6]([NH2:15])[NH:7][C:8]1[S:9][CH:10]=[C:11]([CH2:13][S:21][CH2:22][CH2:23][C:24]([O:26][CH3:27])=[O:25])[N:12]=1 |f:0.1,2.3|. Procedure: A mixture of 2-[2,2,2-trifluoroethyl]guanidino-4-chloromethylthiazole hydrochloride (4.6 g.) in EtOH (75 ml.) and methyl 3-mercaptopropionate (2.47 ml.) at 5° was treated dropwise with aqueous sodium hydroxide (1.8 g. in 15 ml. of water) over 10 minutes. The resulting solution was allowed to reach room temperature and was stirred for 1 hour. It was then poured into water and the precipitate filtered and crystallised from EtOH to give methyl 3-[2-(2-[2,2,2-trifluoroethyl]guanidino)thiazol-4-ylmet...